Dataset: the Open Reaction Database (ORD), a public repository of structured organic reaction records. Task: describe an organic reaction: reactants, conditions, products, and yield Reactants: Cn1cc(B2OC(C)(C)C(C)(C)O2)cn1, CN(CC1COCCO1)S(=O)(=O)Nc1ccc2ccc3ncc(Cl)cc3c(=O)c2c1F, [F-], [K+], CN(C)C=O, O=C(C=Cc1ccccc1)C=Cc1ccccc1, O=C(C=Cc1ccccc1)C=Cc1ccccc1, O=C(C=Cc1ccccc1)C=Cc1ccccc1, [Pd], [Pd]. The product is CN(CC1COCCO1)S(=O)(=O)Nc1ccc2ccc3ncc(-c4cnn(C)c4)cc3c(=O)c2c1F. As a reaction SMILES: [CH3:32][n:33]1[n:34][cH:35][c:36]([B:38]2[O:39][C:40]([CH3:41])([CH3:42])[C:43]([CH3:44])([CH3:45])[O:46]2)[cH:37]1.[Cl:1][c:2]1[cH:3][c:4]2[c:5]([n:6][cH:7]1)[cH:8][cH:9][c:10]1[c:11]([c:12]2=[O:13])[c:14]([F:31])[c:15]([NH:18][S:19](=[O:20])(=[O:21])[N:22]([CH3:23])[CH2:24][CH:25]2[O:26][CH2:27][CH2:28][O:29][CH2:30]2)[cH:16][cH:17]1.[F-:47].[K+:48].[O:49]=[CH:50][N:51]([CH3:52])[CH3:53].[O:56]=[C:57]([CH:58]=[CH:59][c:60]1[cH:61][cH:62][cH:63][cH:64][cH:65]1)[CH:66]=[CH:67][c:68]1[cH:69][cH:70][cH:71][cH:72][cH:73]1.[O:74]=[C:75]([CH:76]=[CH:77][c:78]1[cH:79][cH:80][cH:81][cH:82][cH:83]1)[CH:84]=[CH:85][c:86]1[cH:87][cH:88][cH:89][cH:90][cH:91]1.[O:92]=[C:93]([CH:94]=[CH:95][c:96]1[cH:97][cH:98][cH:99][cH:100][cH:101]1)[CH:102]=[CH:103][c:104]1[cH:105][cH:106][cH:107][cH:108][cH:109]1.[Pd:54].[Pd:55]>>[c:2]1(-[c:36]2[cH:35][n:34][n:33]([CH3:32])[cH:37]2)[cH:3][c:4]2[c:5]([n:6][cH:7]1)[cH:8][cH:9][c:10]1[c:11]([c:12]2=[O:13])[c:14]([F:31])[c:15]([NH:18][S:19](=[O:20])(=[O:21])[N:22]([CH3:23])[CH2:24][CH:25]2[O:26][CH2:27][CH2:28][O:29][CH2:30]2)[cH:16][cH:17]1. The reactants are COC(C)(C)C, C=CCc1c(O)ccc2c(CCc3ccccc3)coc12. Product: CCCc1c(O)ccc2c(CCc3ccccc3)coc12. As a reaction SMILES: [CH3:22][O:23][C:24]([CH3:25])([CH3:26])[CH3:27].[c:1]1([CH2:7][CH2:8][c:9]2[cH:10][o:11][c:12]3[c:13]2[cH:14][cH:15][c:16]([OH:21])[c:17]3[CH2:18][CH:19]=[CH2:20])[cH:2][cH:3][cH:4][cH:5][cH:6]1>>[c:1]1([CH2:7][CH2:8][c:9]2[cH:10][o:11][c:12]3[c:13]2[cH:14][cH:15][c:16]([OH:21])[c:17]3[CH2:18][CH2:19][CH3:20])[cH:2][cH:3][cH:4][cH:5][cH:6]1.